describe an organic reaction: reactants, conditions, products, and yield From a dataset of the Open Reaction Database (ORD), a public repository of structured organic reaction records. Solvent: CCOC(=O)C (EtOAc), C(Cl)Cl (CH2Cl2). The product is OC[C@H](C)NC(=O)C=1C=C(C=C(C1)C1=CC=C(C=C1)C)C(=O)OC ((S)-Methyl 5-(1-hydroxypropan-2-ylcarbamoyl)-4′-methylbiphenyl-3-carboxylate). As a reaction SMILES: [CH3:1][O:2][C:3]([C:5]1[CH:6]=[C:7]([C:18]([OH:20])=O)[CH:8]=[C:9]([C:11]2[CH:16]=[CH:15][C:14]([CH3:17])=[CH:13][CH:12]=2)[CH:10]=1)=[O:4].Cl.CN(C)CCCN=C=NCC.O.ON1C2C=CC=CC=2N=N1.[NH2:44][C@@H:45]([CH3:48])[CH2:46][OH:47].C(N(CC)C(C)C)(C)C>CCOC(C)=O.C(Cl)Cl>[OH:47][CH2:46][C@@H:45]([NH:44][C:18]([C:7]1[CH:6]=[C:5]([C:3]([O:2][CH3:1])=[O:4])[CH:10]=[C:9]([C:11]2[CH:12]=[CH:13][C:14]([CH3:17])=[CH:15][CH:16]=2)[CH:8]=1)=[O:20])[CH3:48] |f:1.2,3.4|. Reported procedure: To a mixture of 5-(methoxycarbonyl)-4′-methylbiphenyl-3-carboxylic acid (0.60 g, 2.2 mmol), N-(3-dimethylaminopropyl)-N′-ethylcarbodiimide hydrochloride (470 mg, 2.4 mmol), 1-hydroxybenzotriazole hydrate (340 mg, 2.2 mmol), and CH2Cl2 (5 mL) were added (S)-2-aminopropan-1-ol (180 mg, 2.4 mmol) and N,N-diisopropylethylamine (0.58 mL, 3.3 mmol). The mixture was stirred at room temperature overnight, and then diluted with EtOAc, washed with aq. NaHCO3, brine, dried (Na2SO4), and concentrated. The r... Starting materials: N[C@H](CO)C ((S)-2-aminopropan-1-ol), C(C)(C)N(C(C)C)CC (N,N-diisopropylethylamine), COC(=O)C=1C=C(C=C(C1)C1=CC=C(C=C1)C)C(=O)O (5-(methoxycarbonyl)-4′-methylbiphenyl-3-carboxylic acid), Cl.CN(CCCN=C=NCC)C (N-(3-dimethylaminopropyl)-N′-ethylcarbodiimide hydrochloride), O.ON1N=NC2=C1C=CC=C2 (1-hydroxybenzotriazole hydrate). Conditions: time 8 hour.